This data is from the Open Reaction Database (ORD), a public repository of structured organic reaction records. The task is: describe an organic reaction: reactants, conditions, products, and yield Starting materials: CO (methanol), Cl (HCl), ClC1=CC=C(C=C1)C=1C=C(C2=C(CC(O2)(C)C)C1)COC1=CC=C(C=C1)CC(C(=O)OCC)C (ethyl 3-(4-((5-(4-chlorophenyl)-2,2-dimethyl-2,3-dihydrobenzofuran-7-yl)methoxy)phenyl)-2-methylpropanoate), [OH-].[Li+] (Lithium hydroxide). Run in O (water), O1CCCC1 (tetrahydrofuran), CCOC(=O)C (EtOAc). Conditions: time 24 hour. Yields the product ClC1=CC=C(C=C1)C=1C=C(C2=C(CC(O2)(C)C)C1)COC1=CC=C(C=C1)CC(C(=O)O)C (3-(4-((5-(4-chlorophenyl)-2,2-dimethyl-2,3-dihydrobenzofuran-7-yl)methoxy)phenyl)-2-methylpropanoic acid). RXN SMILES: [Cl:1][C:2]1[CH:7]=[CH:6][C:5]([C:8]2[CH:9]=[C:10]([CH2:19][O:20][C:21]3[CH:26]=[CH:25][C:24]([CH2:27][CH:28]([CH3:34])[C:29]([O:31]CC)=[O:30])=[CH:23][CH:22]=3)[C:11]3[O:15][C:14]([CH3:17])([CH3:16])[CH2:13][C:12]=3[CH:18]=2)=[CH:4][CH:3]=1.CO.[OH-].[Li+].Cl>O1CCCC1.CCOC(C)=O.O>[Cl:1][C:2]1[CH:3]=[CH:4][C:5]([C:8]2[CH:9]=[C:10]([CH2:19][O:20][C:21]3[CH:22]=[CH:23][C:24]([CH2:27][CH:28]([CH3:34])[C:29]([OH:31])=[O:30])=[CH:25][CH:26]=3)[C:11]3[O:15][C:14]([CH3:17])([CH3:16])[CH2:13][C:12]=3[CH:18]=2)=[CH:6][CH:7]=1 |f:2.3|. Procedure: A solution of ethyl 3-(4-((5-bromo-2,2-dimethyl-2,3-dihydrobenzofuran-7-yl)methoxy)phenyl)-2-methylpropanoate (110) (80 mg, 0.179 mmol), 4-chlorophenyl boronic acid (30.8 mg, 0.197 mmol), Pd(PPh3)4 (7 mg, 00.006 mmol), saturated sodium bicarbonate (0.64 mL), methanol (1.5 mL), and toluene (0.64 mL) was heated in a microwave reactor for 40 minutes at 110° C. To the solution was added water and ethyl acetate and the two layers were separated. The crude compound was purified by flash column chromat...